The task is: describe an organic reaction: reactants, conditions, products, and yield. This data is from the Open Reaction Database (ORD), a public repository of structured organic reaction records. The reactants are CO (MeOH), ClC1=C(C=C(C=C1)OC)CC(=O)O (2-Chloro-5-methoxy-benzeneacetic acid), OS(=O)(=O)O (H2SO4). The product is COC(CC1=C(C=CC(=C1)OC)Cl)=O (2-Chloro-5-methoxy-benzeneacetic acid methyl ester), oil. Reaction SMILES: [Cl:1][C:2]1[CH:7]=[CH:6][C:5]([O:8][CH3:9])=[CH:4][C:3]=1[CH2:10][C:11]([OH:13])=[O:12].OS(O)(=O)=O.[CH3:19]O>>[CH3:19][O:12][C:11](=[O:13])[CH2:10][C:3]1[CH:4]=[C:5]([O:8][CH3:9])[CH:6]=[CH:7][C:2]=1[Cl:1]. Procedure: 2-Chloro-5-methoxy-benzeneacetic acid (10 g, CAS Reg. No. 91367-10−1) was dissolved in MeOH (210 mL) and H2SO4 (0.7 mL) was added. The mixture was then refluxed over night. Methanol was removed in vacuo and the residue was dissolved in ethyl acetate. The organic layer was washed with sat. NaHCO3 and brine, dried over Na2SO4 and evaporated. The title compound was obtained as a light brown oil (10.16 g) and was used without further purification. 1H-NMR, (CDCl3): 7.27 (d, 1H), 6.83 (d, 1H), 6.77 (d... Starting materials: FC=1C=C(C=O)C=CC1 (3-fluoro benzaldehyde), C(CC(=O)O)(=O)O (malonic acid), N1CCCCC1 (piperidine), N1=CC=CC=C1 (pyridine), Cl (HCl). Conditions: time 1 hour. Yields the product FC=1C=C(C=CC(=O)O)C=CC1 (3-fluoro-cinnamic acid). Yield: 84.0%. RXN SMILES: [F:1][C:2]1[CH:3]=[C:4]([CH:7]=[CH:8][CH:9]=1)[CH:5]=O.C(O)(=O)[CH2:11][C:12]([OH:14])=[O:13].N1CCCCC1.N1C=CC=CC=1.Cl>>[F:1][C:2]1[CH:3]=[C:4]([CH:7]=[CH:8][CH:9]=1)[CH:5]=[CH:11][C:12]([OH:14])=[O:13]. Procedure details: 5 g (40.1 mmol) of 3-fluoro benzaldehyde, 8.38 g (2 eq.) of malonic acid, and 0.34 g (0.1 eq.) of piperidine were added to 9.52 g (3 eq.) of pyridine and stirred at room temperature for about 1 hour. After heating it to 80° C., the mixture was stirred for 12 hours. After the reaction, the resulting solution cooled to room temperature and was slowly added with 1M HCl until it was titrated to about pH 4. The resulting powder was filtered and washed with water, and then dried in a vacuum oven. (Yie... The product is N1(CCCC1)C1=CC=C(C=C1)C1=CN=C(O1)NC=1C=CC=C2CCC(CC12)O (8-{[5-(4-pyrrolidin-1-ylphenyl)-1,3-oxazol-2-yl]amino}-1,2,3,4-tetrahydronaphthalen-2-ol). The reactants are N1(CCCC1)C1=CC=C(C=C1)C1=CN=C(O1)NC=1C=CC=C2CCC(CC12)=O (8-{[5-(4-pyrrolidin-1-ylphenyl)-1,3-oxazol-2-yl]amino}-3,4-dihydronaphthalen-2(1H)-one), FC(C1=CC=C(C=C1)C1=CN=C(O1)NC=1C=CC=C2CCC(CC12)=O)(F)F (8-({5-[4-(trifluoromethyl)phenyl]-1,3-oxazol-2-yl}amino)-3,4-dihydronaphthalen-2(1H)-one). RXN SMILES: [N:1]1([C:6]2[CH:11]=[CH:10][C:9]([C:12]3[O:16][C:15]([NH:17][C:18]4[CH:19]=[CH:20][CH:21]=[C:22]5[C:27]=4[CH2:26][C:25](=[O:28])[CH2:24][CH2:23]5)=[N:14][CH:13]=3)=[CH:8][CH:7]=2)[CH2:5][CH2:4][CH2:3][CH2:2]1.FC(F)(F)C1C=CC(C2OC(NC3C=CC=C4C=3CC(=O)CC4)=NC=2)=CC=1>>[N:1]1([C:6]2[CH:7]=[CH:8][C:9]([C:12]3[O:16][C:15]([NH:17][C:18]4[CH:19]=[CH:20][CH:21]=[C:22]5[C:27]=4[CH2:26][CH:25]([OH:28])[CH2:24][CH2:23]5)=[N:14][CH:13]=3)=[CH:10][CH:11]=2)[CH2:5][CH2:4][CH2:3][CH2:2]1. Procedure details: The title compound was prepared using the procedure as described in Example 2, substituting the product of Example 7C for the product of Example 1I. 1H NMR (DMSO-d6) δ 8.86 (s, 1H), 7.61 (d, 2H, J=7.2 Hz), 7.37 (d, 1H, J=8.9 Hz), 7.07 (t, 1H, J=7.8 Hz), 7.02 (s, 1H), 6.80 (d, 1H, J=8.2 Hz), 6.57 (d, 2H, J=8.8 Hz), 4.79 (d, 1H, J=4.1 Hz), 3.91 (m, 1H), 3.25 (m, 4H), 2.66-2.97 (m, 4H), 1.99 (m, 4H), 1.89 (m, 1H), 1.62 (m, 1H); MS (ESI+) m/z 376 (M+H). Reactants: C(CCCCC)I (hexyl iodide), CO (methanol), CO (methanol), S(O)(O)(=O)=O (sulphuric acid), N1C=NC=C1C(=O)O (Imidazole-5-carboxylic acid), CO (methanol). The product is C(CCCCC)N1C=NC=C1C(=O)OC (methyl 1-hexylimidazole-5-carboxylate). Isolated yield 7.5%. Reaction SMILES: [NH:1]1[C:5]([C:6]([OH:8])=[O:7])=[CH:4][N:3]=[CH:2]1.S(=O)(=O)(O)O.[CH2:14](I)[CH2:15][CH2:16][CH2:17][CH2:18][CH3:19].[CH3:21]O>>[CH2:14]([N:1]1[C:5]([C:6]([O:8][CH3:21])=[O:7])=[CH:4][N:3]=[CH:2]1)[CH2:15][CH2:16][CH2:17][CH2:18][CH3:19]. Reported procedure: Imidazole-5-carboxylic acid (10.0 g, 89 mmol) was dissolved in methanol (185 ml) and concentrated sulphuric acid (10 ml) was added dropwise. The mixture was heated under reflux for two days. After cooling in ice and neutralising with dilute sodium hydroxide solution the solvents were removed by evaporation. The white solid produced was suspended in methanol (70 ml) and hexyl iodide (26.3 ml, 178 mmol) in methanol (30 ml) was added. After heating under reflux overnight, the mixture was cooled and... The reactants are FC=1C=NC(=NC1)N1C[C@@]2(N=C(SC[C@@H]2C1)N)C=1SC=CC1 ((4aR,7aR)-6-(5-fluoropyrimidin-2-yl)-7a-(2-thienyl)-4,4a,5,7-tetrahydropyrrolo[3,4-d][1,3]thiazin-2-amine), COC(C)(C)C (methyl-t-butyl ether), Cl (hydrogen chloride). Run in C(C)(=O)OCC (ethyl acetate). Conditions: time 10 minute. The product is Cl.FC=1C=NC(=NC1)N1C[C@@]2(N=C(SC[C@@H]2C1)N)C=1SC=CC1 ((4aR,7aR)-6-(5-Fluoropyrimidin-2-yl)-7a-(2-thienyl)-4,4a,5,7-tetrahydropyrrolo[3,4-d][1,3]thiazin-2-amine hydrochloride). Yield: 97.3%. RXN SMILES: [F:1][C:2]1[CH:3]=[N:4][C:5]([N:8]2[CH2:16][C@@H:15]3[C@@:10]([C:18]4[S:19][CH:20]=[CH:21][CH:22]=4)([N:11]=[C:12]([NH2:17])[S:13][CH2:14]3)[CH2:9]2)=[N:6][CH:7]=1.COC(C)(C)C.[ClH:29]>C(OCC)(=O)C>[ClH:29].[F:1][C:2]1[CH:7]=[N:6][C:5]([N:8]2[CH2:16][C@@H:15]3[C@@:10]([C:18]4[S:19][CH:20]=[CH:21][CH:22]=4)([N:11]=[C:12]([NH2:17])[S:13][CH2:14]3)[CH2:9]2)=[N:4][CH:3]=1 |f:4.5|. Reported procedure: A solution of (4aR,7aR)-6-(5-fluoropyrimidin-2-yl)-7a-(2-thienyl)-4,4a,5,7-tetrahydropyrrolo[3,4-d][1,3]thiazin-2-amine (3.8 g, 11.33 mmol) in a solution of methyl-t-butyl ether (50 mL) and ethyl acetate (10 mL) is treated with hydrogen chloride (1 M in diethyl ether) (13.6 mL, 13.6 mmol). The mixture is stirred for 10 minutes, concentrated and the product is dried under vacuum to give the title compound (4.1 g, 97%). ES/MS (m/e): 336 (M+H). Chiral analysis: (Column: Chiralpak AS (5u), C18 4.6×1... Starting materials: ClCCl, CCOC(=O)Cl, N#Cc1cc(N)ccc1Cl, O, c1ccncc1. The product is CCOC(=O)Nc1ccc(Cl)c(C#N)c1. Reaction SMILES: [CH2:24]([Cl:25])[Cl:26].[Cl:1][C:2](=[O:3])[O:4][CH2:5][CH3:6].[NH2:7][c:8]1[cH:9][cH:10][c:11]([Cl:16])[c:12]([C:13]#[N:14])[cH:15]1.[OH2:23].[cH:17]1[cH:18][cH:19][n:20][cH:21][cH:22]1>>[C:2](=[O:3])([O:4][CH2:5][CH3:6])[NH:7][c:8]1[cH:9][cH:10][c:11]([Cl:16])[c:12]([C:13]#[N:14])[cH:15]1. Starting materials: C(C)(=O)OCC.O (ethyl acetate water), [Li+].C(C)(C)(C)OC(=O)N1CCN(CC1)C=1C=CC(=C(C(=O)[O-])C1)Cl (5-(4-tert-butoxycarbonyl-piperazin-1-yl)-2-chloro-benzoic acid lithium salt), O (Water), C1(=CC=CC=C1)P(=O)(C1=CC=CC=C1)N=[N+]=[N-] (diphenyl phosphorylazide). Solvent: CN(C=O)C (N,N-dimethylformamide). Run at time 1 hour. Yields the product C(C)(C)(C)OC(=O)N1CCN(CC1)C1=CC(=C(C=C1)Cl)N (4-(3-Amino-4-chloro-phenyl)-piperazine-1-carboxylic acid tert-butyl ester). Reaction SMILES: [Li+].[C:2]([O:6][C:7]([N:9]1[CH2:14][CH2:13][N:12]([C:15]2[CH:16]=[CH:17][C:18]([Cl:24])=[C:19]([CH:23]=2)C([O-])=O)[CH2:11][CH2:10]1)=[O:8])([CH3:5])([CH3:4])[CH3:3].C1(P([N:39]=[N+]=[N-])(C2C=CC=CC=2)=O)C=CC=CC=1.O.C(OCC)(=O)C.O>CN(C)C=O>[C:2]([O:6][C:7]([N:9]1[CH2:14][CH2:13][N:12]([C:15]2[CH:16]=[CH:17][C:18]([Cl:24])=[C:19]([NH2:39])[CH:23]=2)[CH2:11][CH2:10]1)=[O:8])([CH3:5])([CH3:4])[CH3:3] |f:0.1,4.5|. Reported procedure: To a solution of 5-(4-tert-butoxycarbonyl-piperazin-1-yl)-2-chloro-benzoic acid lithium salt (2.1 g) in N,N-dimethylformamide (50 ml) was added diphenyl phosphorylazide (1.4 ml) and reaction mixture stirred at ambient temperature for 1 hour. Water (30 ml) was added and the reaction mixture heated to 60° C. for 2 hours. After cooling to room temperature, the reaction was poured into ethyl acetate/water, the organic layer separated, washed with water, aqueous NaHCO3 and brine. The organic layer wa...